From a dataset of the Open Reaction Database (ORD), a public repository of structured organic reaction records. describe an organic reaction: reactants, conditions, products, and yield The reactants are CCNCC1CCNC1, CC#N, CC1CC1n1cc(C(=O)O)c(=O)c2cc(F)c(F)c(F)c21. Product: CCNCC1CCN(c2c(F)cc3c(=O)c(C(=O)O)cn(C4CC4C)c3c2F)C1. RXN SMILES: [CH2:22]([CH3:23])[NH:24][CH2:25][CH:26]1[CH2:27][NH:28][CH2:29][CH2:30]1.[CH3:31][C:32]#[N:33].[F:1][c:2]1[cH:3][c:4]2[c:5](=[O:21])[c:6]([C:18](=[O:19])[OH:20])[cH:7][n:8]([CH:14]3[CH:15]([CH3:17])[CH2:16]3)[c:9]2[c:10]([F:13])[c:11]1[F:12]>>[F:1][c:2]1[cH:3][c:4]2[c:5](=[O:21])[c:6]([C:18](=[O:19])[OH:20])[cH:7][n:8]([CH:14]3[CH:15]([CH3:17])[CH2:16]3)[c:9]2[c:10]([F:13])[c:11]1[N:28]1[CH2:27][CH:26]([CH2:25][NH:24][CH2:22][CH3:23])[CH2:30][CH2:29]1. The reactants are C(C(=C)C)(=O)N=C=O (methacryloyl isocyanate), C1(=CC=CC=C1)O (phenol). Solvent: ClCCCl (1,2-dichloroethane), C(Cl)(Cl)Cl (chloroform), ClCCCl (1,2-dichloroethane), C(Cl)(Cl)Cl (chloroform). Yields the product C(C(=C)C)(=O)NC(OC1=CC=CC=C1)=O (phenyl N-methacryloylcarbamate). As a reaction SMILES: [C:1]([N:6]=[C:7]=[O:8])(=[O:5])[C:2]([CH3:4])=[CH2:3].[C:9]1([OH:15])[CH:14]=[CH:13][CH:12]=[CH:11][CH:10]=1>ClCCCl.C(Cl)(Cl)Cl>[C:1]([NH:6][C:7](=[O:8])[O:15][C:9]1[CH:14]=[CH:13][CH:12]=[CH:11][CH:10]=1)(=[O:5])[C:2]([CH3:4])=[CH2:3]. Procedure: A solution of methacryloyl isocyanate (11.1 g; 0.1 mol) in 1,2-dichloroethane (50 ml) was dropwise added to a solution of dry phenol (9.4 g; 0.1 mol) in chloroform (20 ml) under nitrogen stream while cooling with ice. After completion of the addition, chloroform and 1,2-dichloroethane were evaporated under reduced pressure. The residue (20.5 g) was recrystallized from a mixture of hexane and benzene to give phenyl N-methacryloylcarbamate as colorless needles. M.P., 94°-95° C. Reactants: COC(CC(CC)=O)=O (3-oxovaleric acid methylester), ClC=1C=C(C=O)C=C(C1)Cl (3,5-dichlorobenzaldehyde), N1CCCCC1 (piperidine), C(C)(=O)O (acetic acid). Run in CC(C)O (2-propanol). Run at time 1 day. Yields the product COC(C(=CC1=CC(=CC(=C1)Cl)Cl)C(CC)=O)=O (3-(3,5-dichlorophenyl)-2-propionyl-acrylic methylester). Reaction SMILES: [CH3:1][O:2][C:3](=[O:9])[CH2:4][C:5](=[O:8])[CH2:6][CH3:7].[Cl:10][C:11]1[CH:12]=[C:13]([CH:16]=[C:17]([Cl:19])[CH:18]=1)[CH:14]=O.N1CCCCC1.C(O)(=O)C>CC(O)C>[CH3:1][O:2][C:3](=[O:9])[C:4]([C:5](=[O:8])[CH2:6][CH3:7])=[CH:14][C:13]1[CH:12]=[C:11]([Cl:10])[CH:18]=[C:17]([Cl:19])[CH:16]=1. Procedure: 1.00 g (7.68 mmol) of 3-oxovaleric acid methylester and 1.34 g (7.68 mmol) of 3,5-dichlorobenzaldehyde were dissolved in 20 ml of 2-propanol. 65.4 mg (0.768 mmol) of piperidine and 46.1 mg (0.768 mmol) of acetic acid were added and stirred at room temperature for one day. After the solvent was evaporated under reduced pressure, ethyl acetate was added thereto. The reaction mixture was washed with 1 N hydrochloric acid and then with saturated aqueous sodium hydrogencarbonate solution. The organic... Procedure: Ethyl 4-({[4-(2-butynyloxy)phenyl]sulfonyl}methyl)-1-[(2,2,5-trimethyl-1,3-dioxan 5-yl)carbonyl]-4-piperidinecarboxylate was prepared according to the general method as outlined in Example 30 (step 8). Starting from 4-[[[4-(2-Butynyloxy)phenyl]sulfonyl]methyl]-4-piperidinecarboxylicacid ethyl ester (0.333 g, 0.8 mmol) and 2,2,5-trimethyl-(1,3)dioxane-5-carboxylic acid (0.168 g, 0.96 mmol), 0.339 g (79%) of the desired product was isolated as a white solid. Electrospray Mass Spec: 536.1 (M+H)+ The yield is 79.1%. Reaction SMILES: [CH2:1]([O:3][C:4]([C:6]1([CH2:12][S:13]([C:16]2[CH:21]=[CH:20][C:19]([O:22][CH2:23][C:24]#[C:25][CH3:26])=[CH:18][CH:17]=2)(=[O:15])=[O:14])[CH2:11][CH2:10][NH:9][CH2:8][CH2:7]1)=[O:5])[CH3:2].[CH3:27][C:28]1([CH3:38])[O:33][CH2:32][C:31]([CH3:37])([C:34](O)=[O:35])[CH2:30][O:29]1>>[CH2:23]([O:22][C:19]1[CH:18]=[CH:17][C:16]([S:13]([CH2:12][C:6]2([C:4]([O:3][CH2:1][CH3:2])=[O:5])[CH2:7][CH2:8][N:9]([C:34]([C:31]3([CH3:37])[CH2:30][O:29][C:28]([CH3:38])([CH3:27])[O:33][CH2:32]3)=[O:35])[CH2:10][CH2:11]2)(=[O:15])=[O:14])=[CH:21][CH:20]=1)[C:24]#[C:25][CH3:26]. The reactants are C(C)OC(=O)C1(CCNCC1)CS(=O)(=O)C1=CC=C(C=C1)OCC#CC (4-[[[4-(2-Butynyloxy)phenyl]sulfonyl]methyl]-4-piperidinecarboxylicacid ethyl ester), CC1(OCC(CO1)(C(=O)O)C)C (2,2,5-trimethyl-(1,3)dioxane-5-carboxylic acid). The product is C(C#CC)OC1=CC=C(C=C1)S(=O)(=O)CC1(CCN(CC1)C(=O)C1(COC(OC1)(C)C)C)C(=O)OCC (Ethyl 4-({[4-(2-butynyloxy)phenyl]sulfonyl}methyl)-1-[(2,2,5-trimethyl-1,3-dioxan-5-yl)carbonyl]-4-piperidinecarboxylate). Yield: 15.6%. As a reaction SMILES: [CH3:1][N:2]([CH3:26])[CH:3]1[C:9]2[CH:10]=[CH:11][CH:12]=[CH:13][C:8]=2[N:7]([C:14](=[O:25])[C:15]2[CH:20]=[CH:19][C:18]([N+:21]([O-])=O)=[CH:17][C:16]=2[CH3:24])[CH2:6][CH2:5][CH2:4]1.[H][H]>C(O)C.[Pt]=O>[CH3:26][N:2]([CH3:1])[CH:3]1[C:9]2[CH:10]=[CH:11][CH:12]=[CH:13][C:8]=2[N:7]([C:14](=[O:25])[C:15]2[CH:20]=[CH:19][C:18]([NH2:21])=[CH:17][C:16]=2[CH3:24])[CH2:6][CH2:5][CH2:4]1. Yields the product CN(C1CCCN(C2=C1C=CC=C2)C(C2=C(C=C(C=C2)N)C)=O)C (5-dimethylamino-1-(2-methyl-4-amino-benzoyl)-2,3,4,5-tetrahydro-1H-benzazepine). Procedure details: 5-Dimethylamino-1-(2-methyl-4-nitrobenzoyl)-2,3,4,5-tetrahydro-1H-benzazepine (86.0 g) is dissolved in ethanol (800 ml), and thereto is added platinum oxide (10 g). The mixture is subjected to hydrogenation at ordinary temperature under atmospheric pressure of hydrogen for 4 hours. The catalyst is removed by filtration, and the solvent is distilled off. The resulting residue is purified by silica gel column chromatography (eluent; dichloromethane:methanol=200:1→100:1), and further purified by si... Reagents/catalysts: [Pt]=O (platinum oxide). The solvent is C(C)O (ethanol). Starting materials: CN(C1CCCN(C2=C1C=CC=C2)C(C2=C(C=C(C=C2)[N+](=O)[O-])C)=O)C (5-Dimethylamino-1-(2-methyl-4-nitrobenzoyl)-2,3,4,5-tetrahydro-1H-benzazepine), [H][H] (hydrogen). Reactants: CN1CCN(Cc2cccc(-n3nc(C(C)(C)C)cc3N)c2)CC1, O=C(O)Cc1ccc(-n2cnc3cccnc32)cc1. Yields the product CN1CCN(Cc2cccc(-n3nc(C(C)(C)C)cc3NC(=O)Cc3ccc(-n4cnc5cccnc54)cc3)c2)CC1. Reaction SMILES: [C:20]([CH3:21])([CH3:22])([CH3:23])[c:24]1[cH:25][c:26]([NH2:43])[n:27](-[c:29]2[cH:30][c:31]([CH2:35][N:36]3[CH2:37][CH2:38][N:39]([CH3:42])[CH2:40][CH2:41]3)[cH:32][cH:33][cH:34]2)[n:28]1.[n:1]1[cH:2][n:3](-[c:10]2[cH:11][cH:12][c:13]([CH2:16][C:17](=[O:18])[OH:19])[cH:14][cH:15]2)[c:4]2[n:5][cH:6][cH:7][cH:8][c:9]12>>[n:1]1[cH:2][n:3](-[c:10]2[cH:11][cH:12][c:13]([CH2:16][C:17](=[O:19])[NH:43][c:26]3[cH:25][c:24]([C:20]([CH3:21])([CH3:22])[CH3:23])[n:28][n:27]3-[c:29]3[cH:30][c:31]([CH2:35][N:36]4[CH2:37][CH2:38][N:39]([CH3:42])[CH2:40][CH2:41]4)[cH:32][cH:33][cH:34]3)[cH:14][cH:15]2)[c:4]2[n:5][cH:6][cH:7][cH:8][c:9]12.